Dataset: the Open Reaction Database (ORD), a public repository of structured organic reaction records. Task: describe an organic reaction: reactants, conditions, products, and yield Reactants: Cc1cc2nc(NC(=O)c3ccc(C(C)(C)C#N)cc3)cc(-c3ccccc3)n2n1, CO. Product: Cc1cc2nc(NC(=O)c3ccc(C(C)(C)CN)cc3)cc(-c3ccccc3)n2n1. RXN SMILES: [C:1](#[N:2])[C:3]([CH3:4])([CH3:5])[c:6]1[cH:7][cH:8][c:9]([C:10](=[O:11])[NH:12][c:13]2[n:14][c:15]3[n:16]([c:17](-[c:19]4[cH:20][cH:21][cH:22][cH:23][cH:24]4)[cH:18]2)[n:25][c:26]([CH3:28])[cH:27]3)[cH:29][cH:30]1.[CH3:31][OH:32]>>[CH2:1]([NH2:2])[C:3]([CH3:4])([CH3:5])[c:6]1[cH:7][cH:8][c:9]([C:10](=[O:11])[NH:12][c:13]2[n:14][c:15]3[n:16]([c:17](-[c:19]4[cH:20][cH:21][cH:22][cH:23][cH:24]4)[cH:18]2)[n:25][c:26]([CH3:28])[cH:27]3)[cH:29][cH:30]1. Reactants: FC(C(=O)O)(F)F.FC(C(=O)O)(F)F.ClC=1C=NC=2NC=3C=CC=C(CCC4=C(C=CC(NC1N2)=C4)NC(=O)C4CNCCC4)C3 (N-[6-chloro-2,4,8,22-tetraazatetracyclo[14.3.1.1(3,7).1(9,13)]docosa-1(20),3(22),4,6,9(21),10,12,16,18-nonaen-12-yl]piperidine-3-carboxamide bis(trifluoroacetate)), C1(=CC=CC=C1)N=C=O (phenyl isocyanate). Product: FC(C(=O)O)(F)F.ClC=1C=NC=2NC=3C=CC=C(CCC4=C(C=CC(NC1N2)=C4)NC(=O)C4CN(CCC4)C(=O)NC4=CC=CC=C4)C3 (N(3)-[6-Chloro-2,4,8,22-tetraazatetracyclo[14.3.1.1(3,7).1(9,13)]docosa-1(20),3(22),4,6,9(21),10,12,16,18-nonaen-12-yl]-N(1)-phenylpiperidine-1,3-dicarboxamide trifluoroacetate). Isolated yield 42.0%. Reaction SMILES: [F:1][C:2]([F:7])([F:6])[C:3]([OH:5])=[O:4].FC(F)(F)C(O)=O.[Cl:15][C:16]1[CH:17]=[N:18][C:19]2[NH:20][C:21]3[CH:22]=[CH:23][CH:24]=[C:25]([CH:46]=3)[CH2:26][CH2:27][C:28]3[CH:36]=[C:32]([NH:33][C:34]=1[N:35]=2)[CH:31]=[CH:30][C:29]=3[NH:37][C:38]([CH:40]1[CH2:45][CH2:44][CH2:43][NH:42][CH2:41]1)=[O:39].[C:47]1([N:53]=[C:54]=[O:55])[CH:52]=[CH:51][CH:50]=[CH:49][CH:48]=1>>[F:1][C:2]([F:7])([F:6])[C:3]([OH:5])=[O:4].[Cl:15][C:16]1[CH:17]=[N:18][C:19]2[NH:20][C:21]3[CH:22]=[CH:23][CH:24]=[C:25]([CH:46]=3)[CH2:26][CH2:27][C:28]3[CH:36]=[C:32]([NH:33][C:34]=1[N:35]=2)[CH:31]=[CH:30][C:29]=3[NH:37][C:38]([CH:40]1[CH2:45][CH2:44][CH2:43][N:42]([C:54]([NH:53][C:47]2[CH:52]=[CH:51][CH:50]=[CH:49][CH:48]=2)=[O:55])[CH2:41]1)=[O:39] |f:0.1.2,4.5|. Procedure details: The desired compound was prepared according to the procedure of Example A9, step H using N-[6-chloro-2,4,8,22-tetraazatetracyclo[14.3.1.1(3,7).1(9,13)]docosa-1(20),3(22),4,6,9(21),10,12,16,18-nonaen-12-yl]piperidine-3-carboxamide bis(trifluoroacetate) and phenyl isocyanate as starting materials in 42% yield. 1H NMR (300 MHz, DMSO-d6): δ 9.43 (s, 1H), 9.40 (s, 1H), 9.38 (s, 1H), 8.59 (s, 1H), 8.14 (s, 1H), 8.00 (s, 1H), 7.72 (s, 1H), 7.44 (d, 2H), 7.21 (m, 3H), 7.04 (m, 2H), 6.90 (m, 2H), 4.22 (d... Reactants: Cc1nc2[nH]c(=O)[nH]c2cc1-c1ccc([N+](=O)[O-])cc1, CCO, [Cl-], Cl, O, O, O. Yields the product Cc1nc2[nH]c(=O)[nH]c2cc1-c1ccc(N)cc1. As a reaction SMILES: [CH3:1][c:2]1[c:3](-[c:12]2[cH:13][cH:14][c:15]([N+:18]([O-:19])=[O:20])[cH:16][cH:17]2)[cH:4][c:5]2[c:6]([n:7]1)[nH:8][c:9](=[O:11])[nH:10]2.[CH3:25][CH2:26][OH:27].[Cl-:23].[ClH:24].[OH2:21].[OH2:22].[OH2:28]>>[CH3:1][c:2]1[c:3](-[c:12]2[cH:13][cH:14][c:15]([NH2:18])[cH:16][cH:17]2)[cH:4][c:5]2[c:6]([n:7]1)[nH:8][c:9](=[O:11])[nH:10]2. Starting materials: C(C)(=O)N1[C@H](C[C@H](C2=CC(=CC=C12)C#C[Si](C(C)C)(C(C)C)C(C)C)NC1=NC(=CC=C1)C)C ((2S,4R)-1-acetyl-2-methyl-N-(6-methyl-2-pyridinyl)-6-{[tris(1-methylethyl)silyl]ethynyl}-1,2,3,4-tetrahydro-4-quinolinamine), Intermediate 111, CCCC[N+](CCCC)(CCCC)CCCC.[F-] (TBAF). Solvent: O1CCCC1 (tetrahydrofuran). Reaction conditions: time 30 minute. Yields the product C(C)(=O)N1[C@H](C[C@H](C2=CC(=CC=C12)C#C)NC1=NC(=CC=C1)C)C ((2S,4R)-1-acetyl-6-ethynyl-2-methyl-N-(6-methyl-2-pyridinyl)-1,2,3,4-tetrahydro-4-quinolinamine). RXN SMILES: [C:1]([N:4]1[C:13]2[C:8](=[CH:9][C:10]([C:14]#[C:15][Si](C(C)C)(C(C)C)C(C)C)=[CH:11][CH:12]=2)[C@H:7]([NH:26][C:27]2[CH:32]=[CH:31][CH:30]=[C:29]([CH3:33])[N:28]=2)[CH2:6][C@@H:5]1[CH3:34])(=[O:3])[CH3:2].CCCC[N+](CCCC)(CCCC)CCCC.[F-]>O1CCCC1>[C:1]([N:4]1[C:13]2[C:8](=[CH:9][C:10]([C:14]#[CH:15])=[CH:11][CH:12]=2)[C@H:7]([NH:26][C:27]2[CH:32]=[CH:31][CH:30]=[C:29]([CH3:33])[N:28]=2)[CH2:6][C@@H:5]1[CH3:34])(=[O:3])[CH3:2] |f:1.2|. Reported procedure: A solution of (2S,4R)-1-acetyl-2-methyl-N-(6-methyl-2-pyridinyl)-6-{[tris(1-methylethyl)silyl]ethynyl}-1,2,3,4-tetrahydro-4-quinolinamine (for a preparation see Intermediate 111) (0.226 g, 0.475 mmol) in tetrahydrofuran (THF) (5 mL) at room temperature was treated with TBAF (1N in THF, 0.570 mL, 0.570 mmol) and the resulting mixture was stirred at this temperature for 30 min then most of the solvent was removed in vacuo. The residue was partitioned between AcOEt and water and the layers were sep... Starting materials: CC(=O)O, FC(F)(F)c1ccccn1, OO. Yields the product [O-][n+]1ccccc1C(F)(F)F. Reaction SMILES: [CH3:13][C:14](=[O:15])[OH:16].[F:1][C:2]([c:3]1[n:4][cH:5][cH:6][cH:7][cH:8]1)([F:9])[F:10].[OH:11][OH:12]>>[F:1][C:2]([c:3]1[n+:4]([O-:11])[cH:5][cH:6][cH:7][cH:8]1)([F:9])[F:10]. Starting materials: C(CCC)[Li] (n-butyllithium), C(C)(C)(C)OC(=O)[C@@](C=O)(C[C@H](CC1=CC=C(C=C1)C(C)(C)C)C(C)C)N (2(S)-tert-butoxycarbonyl-amino-4(S)-isopropyl-5-(p-tert-butyl-phenyl)-pentanal), O1CCCC1 (tetrahydrofuran), C(CCC)NC(C(=C)C)=O (methacrylic acid butylamide), O1CCCC1 (tetrahydrofuran), C(CC(O)(C(=O)O)CC(=O)O)(=O)O (citric acid). The reagents and catalysts are CC([O-])C.CC([O-])C.CC([O-])C.Cl[Ti+3] (chlorotitanium triisopropoxide). Solvent: CCCCCC (hexane), CCCCCC (hexane), C(C)OCC (diethyl ether), O (water). Run at temperature 0 celsius, time 30 minute. Yields the product C(CCC)NC(C(C[C@@H]([C@H](C[C@H](CC1=CC=C(C=C1)C(C)(C)C)C(C)C)NC(=O)OC(C)(C)C)O)=C)=O (N-Tert-butoxycarbonyl-2-methylene-4(S)-hydroxy-5(S)-amino-7(S)-isopropyl-8-(p-tert-butyl-phenyl)-octanoic acid (N-butyl)amide). RXN SMILES: [CH2:1]([NH:5][C:6](=[O:10])[C:7]([CH3:9])=[CH2:8])[CH2:2][CH2:3][CH3:4].C([Li])CCC.C(OC([C@:23]([NH2:42])([CH2:26][C@@H:27]([CH:39]([CH3:41])[CH3:40])[CH2:28][C:29]1[CH:34]=[CH:33][C:32]([C:35]([CH3:38])([CH3:37])[CH3:36])=[CH:31][CH:30]=1)[CH:24]=[O:25])=O)(C)(C)C.C(O)(=O)[CH2:44][C:45]([CH2:50]C(O)=O)([C:47](O)=O)[OH:46].[O:56]1CCC[CH2:57]1>CCCCCC.CC(C)[O-].CC(C)[O-].CC(C)[O-].Cl[Ti+3].C(OCC)C.O>[CH2:1]([NH:5][C:6](=[O:10])[C:7](=[CH2:9])[CH2:8][C@H:24]([OH:25])[C@@H:23]([NH:42][C:57]([O:46][C:45]([CH3:44])([CH3:47])[CH3:50])=[O:56])[CH2:26][C@@H:27]([CH:39]([CH3:40])[CH3:41])[CH2:28][C:29]1[CH:34]=[CH:33][C:32]([C:35]([CH3:38])([CH3:36])[CH3:37])=[CH:31][CH:30]=1)[CH2:2][CH2:3][CH3:4] |f:6.7.8.9|. Procedure details: 695 mg of methacrylic acid butylamide are dissolved in 30 ml of tetrahydrofuran and, at -75° C., 6.2 ml of 1.6M n-butyllithium in hexane are added thereto. The reaction mixture is stirred for 30 minutes at 0° C. and then, at -75° C., 9.8 ml of 1M chlorotitanium triisopropoxide in hexane are added thereto. The mixture is stirred for a further 15 minutes at -75° C. and then, at the same temperature, a solution of 924 mg of 2(S)-tert-butoxycarbonyl-amino-4(S)-isopropyl-5-(p-tert-butyl-phenyl)-penta...